The task is: describe an organic reaction: reactants, conditions, products, and yield. This data is from the Open Reaction Database (ORD), a public repository of structured organic reaction records. The reactants are [BH4-], CI, CO, CC(C)c1nn2ccccc2c1C=O, [Cl-], [H-], [NH4+], [Na+], [Na+], C1CCOC1. The product is COCc1c(C(C)C)nn2ccccc12. Reaction SMILES: [BH4-:15].[CH3:19][I:20].[CH3:23][OH:24].[CH:1]([CH3:2])([CH3:3])[c:4]1[n:5][n:6]2[c:7]([cH:8][cH:9][cH:10][cH:11]2)[c:12]1[CH:13]=[O:14].[Cl-:21].[H-:17].[NH4+:22].[Na+:16].[Na+:18].[O:25]1[CH2:26][CH2:27][CH2:28][CH2:29]1>>[CH:1]([CH3:2])([CH3:3])[c:4]1[n:5][n:6]2[c:7]([cH:8][cH:9][cH:10][cH:11]2)[c:12]1[CH2:13][O:14][CH3:19]. Starting materials: C(C1=CC=CC=C1)(=O)C=1C=C(OCC2=CC=C(C(=O)OC)C=C2)C=CC1 (methyl 4-((3-benzoylphenoxy)methyl)benzoate), C1(=CC=CC=C1)P(=O)(C1=CC=CC=C1)N=[N+]=[N-] (diphenylphosphoryl azide), N12CCCCCC2=NCCC1 (1,8-diazabicyclo[5.4.0]undec-7-ene), ice, [BH4-].[Na+] (sodium borohydride). Run in CO (methanol), C1(=CC=CC=C1)C (toluene), C(C)(=O)OCC (ethyl acetate), O (water). Run at time 3 hour. Product: N(=[N+]=[N-])C(C=1C=C(OCC2=CC=C(C(=O)OC)C=C2)C=CC1)C1=CC=CC=C1 (Methyl 4-((3-(azido(phenyl)methyl)phenoxy)methyl)benzoate). Isolated yield 88.9%. As a reaction SMILES: [C:1]([C:9]1[CH:10]=[C:11]([CH:24]=[CH:25][CH:26]=1)[O:12][CH2:13][C:14]1[CH:23]=[CH:22][C:17]([C:18]([O:20][CH3:21])=[O:19])=[CH:16][CH:15]=1)(=O)[C:2]1[CH:7]=[CH:6][CH:5]=[CH:4][CH:3]=1.[BH4-].[Na+].C1(P([N:43]=[N+:44]=[N-:45])(C2C=CC=CC=2)=O)C=CC=CC=1.N12CCCN=C1CCCCC2>CO.O.C1(C)C=CC=CC=1.C(OCC)(=O)C>[N:43]([CH:1]([C:2]1[CH:7]=[CH:6][CH:5]=[CH:4][CH:3]=1)[C:9]1[CH:10]=[C:11]([CH:24]=[CH:25][CH:26]=1)[O:12][CH2:13][C:14]1[CH:23]=[CH:22][C:17]([C:18]([O:20][CH3:21])=[O:19])=[CH:16][CH:15]=1)=[N+:44]=[N-:45] |f:1.2|. Procedure details: To an ice-cooled suspension of methyl 4-((3-benzoylphenoxy)methyl)benzoate (1.62 g, 4.88 mmol) in methanol (20 mL), was added sodium borohydride (0.27 g, 7.32 mmol). The reaction mixture was allowed to warm to room temperature over 2 hours. The reaction mixture was diluted with water and extracted with ethyl acetate. The organic extracts were washed with brine, dried (MgSO4), and concentrated under reduced pressure to afford an oil. To a solution of the oil in toluene (25 mL), was added diphenyl... Reactants: C=C(C)C(=O)NC1=CC(C(=O)O)C(O)(C(C)=O)C=C1, C(=NC1CCCCC1)=NC1CCCCC1, C(=NC1CCCCC1)=NC1CCCCC1, ClCCl, NC(N)=O, O=C1CCC(=O)N1O, O=C(O)c1ccccc1O. Product: C=C(C)C(=O)NC1=CC(C(=O)OCc2ccccc2O)C(O)(C(C)=O)C=C1. Reaction SMILES: [C:1]([CH3:2])(=[O:3])[C:4]1([OH:19])[CH:5]([C:6](=[O:7])[OH:8])[CH:9]=[C:10]([NH:13][C:14]([C:15](=[CH2:16])[CH3:17])=[O:18])[CH:11]=[CH:12]1.[CH:20]1([N:21]=[C:22]=[N:23][CH:24]2[CH2:25][CH2:26][CH2:27][CH2:28][CH2:29]2)[CH2:30][CH2:31][CH2:32][CH2:33][CH2:34]1.[CH:57]1([N:58]=[C:59]=[N:60][CH:61]2[CH2:62][CH2:63][CH2:64][CH2:65][CH2:66]2)[CH2:67][CH2:68][CH2:69][CH2:70][CH2:71]1.[Cl:72][CH2:73][Cl:74].[NH2:53][C:54]([NH2:55])=[O:56].[OH:35][N:36]1[C:37](=[O:38])[CH2:39][CH2:40][C:41]1=[O:42].[OH:43][C:44](=[O:45])[c:46]1[cH:47][cH:48][cH:49][cH:50][c:51]1[OH:52]>>[C:1]([CH3:2])(=[O:3])[C:4]1([OH:19])[CH:5]([C:6](=[O:7])[O:8][CH2:44][c:46]2[cH:47][cH:48][cH:49][cH:50][c:51]2[OH:52])[CH:9]=[C:10]([NH:13][C:14]([C:15](=[CH2:16])[CH3:17])=[O:18])[CH:11]=[CH:12]1. Reactants: ClCCl, COc1cccc(C(=O)N2c3ccccc3C(Nc3ccccc3)CC2(C)C)c1, CC(=O)Cl, CCN(C(C)C)C(C)C, O. Product: COc1cccc(C(=O)N2c3ccccc3C(N(C(C)=O)c3ccccc3)CC2(C)C)c1. Reaction SMILES: [CH2:44]([Cl:45])[Cl:46].[CH3:1][C:2]1([CH3:29])[N:3]([C:19](=[O:20])[c:21]2[cH:22][c:23]([O:27][CH3:28])[cH:24][cH:25][cH:26]2)[c:4]2[cH:5][cH:6][cH:7][cH:8][c:9]2[CH:10]([NH:12][c:13]2[cH:14][cH:15][cH:16][cH:17][cH:18]2)[CH2:11]1.[CH3:39][C:40]([Cl:41])=[O:42].[CH:30]([N:31]([CH:32]([CH3:33])[CH3:34])[CH2:35][CH3:36])([CH3:37])[CH3:38].[OH2:43]>>[CH3:1][C:2]1([CH3:29])[N:3]([C:19](=[O:20])[c:21]2[cH:22][c:23]([O:27][CH3:28])[cH:24][cH:25][cH:26]2)[c:4]2[cH:5][cH:6][cH:7][cH:8][c:9]2[CH:10]([N:12]([c:13]2[cH:14][cH:15][cH:16][cH:17][cH:18]2)[C:40]([CH3:39])=[O:42])[CH2:11]1. Starting materials: CN1CCC(S)CC1, CN(C)C=O, O=[N+]([O-])c1cc(F)cc(F)c1, [H-], [Na+], O. Product: CN1CCC(Sc2cc(F)cc([N+](=O)[O-])c2)CC1. As a reaction SMILES: [CH3:1][N:2]1[CH2:3][CH2:4][CH:5]([SH:8])[CH2:6][CH2:7]1.[CH3:9][N:10]([CH3:11])[CH:12]=[O:13].[F:16][c:17]1[cH:18][c:19]([F:26])[cH:20][c:21]([N+:23](=[O:24])[O-:25])[cH:22]1.[H-:14].[Na+:15].[OH2:27]>>[CH3:1][N:2]1[CH2:3][CH2:4][CH:5]([S:8][c:19]2[cH:18][c:17]([F:16])[cH:22][c:21]([N+:23](=[O:24])[O-:25])[cH:20]2)[CH2:6][CH2:7]1. Starting materials: FC1=C(C=CC=C1C(F)(F)F)C1(CCN(CC1)CC)O (4-[2-fluoro-3-(trifluoromethyl)phenyl]-1-ethylpiperidin-4-ol), ( 22 ), ( 32 ), ( 24 ). Run in Cl (hydrochloric acid). Yields the product FC1=C(C=CC=C1C(F)(F)F)C=1CCN(CC1)CC (4-[2-fluoro-3-(trifluoromethyl)phenyl]-1-ethyl-1,2,3,6-tetrahydropyridine). Reaction SMILES: [F:1][C:2]1[C:7]([C:8]([F:11])([F:10])[F:9])=[CH:6][CH:5]=[CH:4][C:3]=1[C:12]1(O)[CH2:17][CH2:16][N:15]([CH2:18][CH3:19])[CH2:14][CH2:13]1>Cl>[F:1][C:2]1[C:7]([C:8]([F:9])([F:10])[F:11])=[CH:6][CH:5]=[CH:4][C:3]=1[C:12]1[CH2:17][CH2:16][N:15]([CH2:18][CH3:19])[CH2:14][CH:13]=1. Procedure: Preparation according to preparation 4: 4-[2-fluoro-3-(trifluoromethyl)phenyl]-1-ethylpiperidin-4-ol (3.3 g, 11.3 mmol), hydrochloric acid (10 ml, conc). Yield: 3.1 g. MS m/z (rel. intensity, 70 eV) 273 (M+, 65), 272 (32), 258 (bp), 147 (24), 110 (22). Starting materials: ClC1=CSC=C1 (3-chlorothiophene), CC(=O)C.C(=O)=O (acetone dry ice), C(CCC)[Li] (n-butyllithium), Cl[Si](C)(C)C (chlorotrimethylsilane), C(CCC)[Li] (n-butyllithium), [Cl-].[Li+] (lithium chloride). Run in [Cl-].[Na+].O (brine), O1CCCC1 (tetrahydrofuran), O (water), CCCCCC (hexane). Reaction conditions: temperature 0 celsius, time 40 minute. Product: C[Si](C=1SC=CC1Cl)(C)C (2-Trimethylsilyl-3-chlorothiophene). Reaction SMILES: [Cl:1][C:2]1[CH:6]=[CH:5][S:4][CH:3]=1.CC(C)=O.C(=O)=O.C([Li])CCC.Cl[Si:20]([CH3:23])([CH3:22])[CH3:21].[Cl-].[Li+]>O1CCCC1.[Cl-].[Na+].O.O.CCCCCC>[CH3:21][Si:20]([CH3:23])([CH3:22])[C:3]1[S:4][CH:5]=[CH:6][C:2]=1[Cl:1] |f:1.2,5.6,8.9.10|. Procedure: To 3-chlorothiophene (5.0 g, 42.16 mmol), dissolved in 50 mL of tetrahydrofuran stirring at -72° C. (acetone/dry ice bath), was added 16.8 ml of 2.5M hexane solution of n-butyllithium over a 15 minute period. The reaction temperature was maintained below -70° C. during the addition. Soon after complete addition of the n-butyllithium a white precipitate formed. After 40 minutes of stirring below -70° C., 5.88 mL of chlorotrimethylsilane was slowly added over a 5 minute period. After addition the ... Starting materials: CC(C#Cc1ccc(Oc2ccc(OCc3ccccc3)nc2)cc1)N1C(=O)c2ccccc2C1=O, CCO, NN, O. Yields the product CC(N)C#Cc1ccc(Oc2ccc(OCc3ccccc3)nc2)cc1. RXN SMILES: [CH2:1]([c:2]1[cH:3][cH:4][cH:5][cH:6][cH:7]1)[O:8][c:9]1[cH:10][cH:11][c:12]([O:15][c:16]2[cH:17][cH:18][c:19]([C:22]#[C:23][CH:24]([CH3:25])[N:26]3[C:27](=[O:28])[c:29]4[c:30]([cH:31][cH:32][cH:33][cH:34]4)[C:35]3=[O:36])[cH:20][cH:21]2)[cH:13][n:14]1.[CH3:40][CH2:41][OH:42].[NH2:38][NH2:39].[OH2:37]>>[CH2:1]([c:2]1[cH:3][cH:4][cH:5][cH:6][cH:7]1)[O:8][c:9]1[cH:10][cH:11][c:12]([O:15][c:16]2[cH:17][cH:18][c:19]([C:22]#[C:23][CH:24]([CH3:25])[NH2:26])[cH:20][cH:21]2)[cH:13][n:14]1. The product is COc1ccc(Oc2cccc(C(=O)O)c2)cc1. Reactants: O=[Ag], COc1ccc(Oc2cccc(C=O)c2)cc1, [Na+], [OH-], O. RXN SMILES: [Ag:21]=[O:22].[CH3:3][O:4][c:5]1[cH:6][cH:7][c:8]([O:9][c:10]2[cH:11][c:12]([CH:13]=[O:14])[cH:15][cH:16][cH:17]2)[cH:18][cH:19]1.[Na+:2].[OH-:1].[OH2:20]>>[OH:1][C:13]([c:12]1[cH:11][c:10]([O:9][c:8]2[cH:7][cH:6][c:5]([O:4][CH3:3])[cH:19][cH:18]2)[cH:17][cH:16][cH:15]1)=[O:14].